From a dataset of the Open Reaction Database (ORD), a public repository of structured organic reaction records. describe an organic reaction: reactants, conditions, products, and yield Reactants: C(C)(C)(C)OC(=O)N1CCC(CC1)OC1=C(C=C(C=C1F)C(CCC(=O)OCC)=O)F (4-[4-(3-ethoxycarbonyl-propionyl)-2,6-difluoro-phenoxy]-piperidine-1-carboxylic acid tert-butyl ester), O.NN (hydrazine monohydrate). Run in C(C)(C)O (isopropanol). The product is C(C)(C)(C)OC(=O)N1CCC(CC1)OC1=C(C=C(C=C1F)C1=NNC(CC1)=O)F (4-[2,6-difluoro-4-(6-oxo-1,4,5,6-tetrahydro-pyridazin-3-yl)-phenoxy]-piperidine-1-carboxylic acid tert-butyl ester). Yield: 14.1%. RXN SMILES: [C:1]([O:5][C:6]([N:8]1[CH2:13][CH2:12][CH:11]([O:14][C:15]2[C:20]([F:21])=[CH:19][C:18]([C:22](=O)[CH2:23][CH2:24][C:25](OCC)=[O:26])=[CH:17][C:16]=2[F:31])[CH2:10][CH2:9]1)=[O:7])([CH3:4])([CH3:3])[CH3:2].O.[NH2:33][NH2:34]>C(O)(C)C>[C:1]([O:5][C:6]([N:8]1[CH2:13][CH2:12][CH:11]([O:14][C:15]2[C:20]([F:21])=[CH:19][C:18]([C:22]3[CH2:23][CH2:24][C:25](=[O:26])[NH:34][N:33]=3)=[CH:17][C:16]=2[F:31])[CH2:10][CH2:9]1)=[O:7])([CH3:4])([CH3:3])[CH3:2] |f:1.2|. Procedure details: A mixture of 4-[4-(3-ethoxycarbonyl-propionyl)-2,6-difluoro-phenoxy]-piperidine-1-carboxylic acid tert-butyl ester (3.21 g, 7.27 mmol) and hydrazine monohydrate (0.7 mL, 14.1 mmol) in isopropanol (20 mL) was stirred at reflux overnight. Isopropanol was concentrated at reduced pressure and partitioned between saturated aqueous sodium bicarbonate solution and methylene chloride. The aqueous layer was extracted twice with methylene chloride and the combined organics was washed with brine, dried (Na... Reactants: COc1ccccc1OC1=CC(=O)N(C(COC(C)(C)C)C(=O)O)C1, CCN=C=NCCCN(C)C, ClCCl, CC(C)(O)Cn1ccc(N)n1, On1nnc2ccccc21. Product: COc1ccccc1OC1=CC(=O)N(C(COC(C)(C)C)C(=O)Nc2ccn(CC(C)(C)O)n2)C1. As a reaction SMILES: [C:1]([CH3:2])([CH3:3])([CH3:4])[O:5][CH2:6][CH:7]([C:8](=[O:9])[OH:10])[N:11]1[C:12](=[O:25])[CH:13]=[C:14]([O:16][c:17]2[c:18]([O:23][CH3:24])[cH:19][cH:20][cH:21][cH:22]2)[CH2:15]1.[CH3:26][N:27]([CH3:28])[CH2:29][CH2:30][CH2:31][N:32]=[C:33]=[N:34][CH2:35][CH3:36].[Cl:58][CH2:59][Cl:60].[NH2:47][c:48]1[n:49][n:50]([CH2:53][C:54]([CH3:55])([OH:56])[CH3:57])[cH:51][cH:52]1.[OH:37][n:38]1[c:39]2[cH:40][cH:41][cH:42][cH:43][c:44]2[n:45][n:46]1>>[C:1]([CH3:2])([CH3:3])([CH3:4])[O:5][CH2:6][CH:7]([C:8](=[O:10])[NH:47][c:48]1[n:49][n:50]([CH2:53][C:54]([CH3:55])([OH:56])[CH3:57])[cH:51][cH:52]1)[N:11]1[C:12](=[O:25])[CH:13]=[C:14]([O:16][c:17]2[c:18]([O:23][CH3:24])[cH:19][cH:20][cH:21][cH:22]2)[CH2:15]1. The reactants are solution, C(CCC)[Li] (butyllithium), ClC(=O)OC (methyl chloroformate), ClC1=CC=C(C=C1)NC(=O)N1N=C(C(C1)C)C1=CC=C(C=C1)Cl (N,3-bis-(4-chlorophenyl)-4-methyl-4,5-dihydro-1H-pyrazole-1-carboxamide), C(C)(C)NC(C)C (diisopropylamine). Run in CCCCCC (hexane), O1CCCC1 (tetrahydrofuran). Conditions: temperature -20 celsius, time 20 minute. Product: ClC1=CC=C(C=C1)NC(=O)N1N=C(C(C1)(C)C(=O)OC)C1=CC=C(C=C1)Cl (N,3-bis-(4-chlorophenyl)-4-carbomethoxy-4-methyl-4,5-dihydro-1H-pyrazole-1-carboxamide). RXN SMILES: [Cl:1][C:2]1[CH:7]=[CH:6][C:5]([NH:8][C:9]([N:11]2[CH2:15][CH:14]([CH3:16])[C:13]([C:17]3[CH:22]=[CH:21][C:20]([Cl:23])=[CH:19][CH:18]=3)=[N:12]2)=[O:10])=[CH:4][CH:3]=1.C(NC(C)C)(C)C.C([Li])CCC.Cl[C:37]([O:39][CH3:40])=[O:38]>O1CCCC1.CCCCCC>[Cl:1][C:2]1[CH:3]=[CH:4][C:5]([NH:8][C:9]([N:11]2[CH2:15][C:14]([C:37]([O:39][CH3:40])=[O:38])([CH3:16])[C:13]([C:17]3[CH:18]=[CH:19][C:20]([Cl:23])=[CH:21][CH:22]=3)=[N:12]2)=[O:10])=[CH:6][CH:7]=1. Reported procedure: To 3.4 g of N,3-bis-(4-chlorophenyl)-4-methyl-4,5-dihydro-1H-pyrazole-1-carboxamide and 1.1 g of diisopropylamine dissolved in 20 ml of tetrahydrofuran and cooled in an acetone bath maintained at -20° C., was added 8.0 ml of a 2.7 molar solution of butyllithium in hexane. The resulting solution was stirred for 20 minutes and then cooled to -70° C. To this solution was added 0.9 ml of methyl chloroformate. The reaction was allowed to stir for 10 minutes and then allowed to warm to room temperatur... Starting materials: CC1(OC[C@](N1C(=O)OC(C)(C)C)(C=1SC(=NN1)C)C)C (tert-butyl (4S)-2,2,4-trimethyl-4-(5-methyl-1,3,4-thiadiazol-2-yl)-1,3-oxazolidine-3-carboxylate), FC(C(=O)O)(F)F (trifluoroacetic acid). The solvent is ClCCl (dichloromethane). Conditions: time 4 hour. Yields the product FC(C(=O)O)(F)F.N[C@](CO)(C)C=1SC(=NN1)C ((2S)-2-amino-2-(5-methyl-1,3,4-thiadiazol-2-yl)propan-1-ol trifluoroacetate). As a reaction SMILES: CC1(C)[N:6](C(OC(C)(C)C)=O)[C@:5]([CH3:20])([C:14]2[S:15][C:16]([CH3:19])=[N:17][N:18]=2)[CH2:4][O:3]1.[F:22][C:23]([F:28])([F:27])[C:24]([OH:26])=[O:25]>ClCCl>[F:22][C:23]([F:28])([F:27])[C:24]([OH:26])=[O:25].[NH2:6][C@@:5]([C:14]1[S:15][C:16]([CH3:19])=[N:17][N:18]=1)([CH3:20])[CH2:4][OH:3] |f:3.4|. Procedure: To a solution of 1.2 g of tert-butyl (4S)-2,2,4-trimethyl-4-(5-methyl-1,3,4-thiadiazol-2-yl)-1,3-oxazolidine-3-carboxylate in 12 ml of dichloromethane was added 4 ml of trifluoroacetic acid, followed by stirring at room temperature for 4 hours. The reaction mixture was concentrated under reduced pressure and the obtained residue was azeotropic distilled with methanol to obtain 1.59 g of (2S)-2-amino-2-(5-methyl-1,3,4-thiadiazol-2-yl)propan-1-ol trifluoroacetate as a crude product. Starting materials: CC(C)(C)OC(=O)N1CC2CC1CN2C(=O)C(NC(=O)OCc1ccccc1)C(C)(C)C, ClCCl, O=C(O)C(F)(F)F, [Na+], [OH-]. Product: CC(C)(C)C(NC(=O)OCc1ccccc1)C(=O)N1CC2CC1CN2. RXN SMILES: [CH3:1][C:2]([CH:3]([NH:4][C:5](=[O:6])[O:7][CH2:8][c:9]1[cH:10][cH:11][cH:12][cH:13][cH:14]1)[C:15](=[O:16])[N:17]1[CH:18]2[CH2:19][N:20]([C:24]([O:25][C:26]([CH3:27])([CH3:28])[CH3:29])=[O:30])[CH:21]([CH2:22]1)[CH2:23]2)([CH3:31])[CH3:32].[Cl:42][CH2:43][Cl:44].[F:35][C:36]([F:37])([F:38])[C:39]([OH:40])=[O:41].[Na+:34].[OH-:33]>>[CH3:1][C:2]([CH:3]([NH:4][C:5](=[O:6])[O:7][CH2:8][c:9]1[cH:10][cH:11][cH:12][cH:13][cH:14]1)[C:15](=[O:16])[N:17]1[CH:18]2[CH2:19][NH:20][CH:21]([CH2:22]1)[CH2:23]2)([CH3:31])[CH3:32]. Reactants: CCOC(=O)CBr, Cc1ccccc1O, [K+], [K+], O=C([O-])[O-], CN(C)C=O, O. The product is CCOC(=O)COc1ccccc1C. Reaction SMILES: [Br:20][CH2:21][C:22](=[O:23])[O:24][CH2:25][CH3:26].[CH3:1][c:2]1[cH:3][cH:4][cH:5][cH:6][c:7]1[OH:8].[K+:10].[K+:9].[O-:11][C:12]([O-:13])=[O:14].[O:15]=[CH:16][N:17]([CH3:18])[CH3:19].[OH2:27]>>[CH3:1][c:2]1[cH:3][cH:4][cH:5][cH:6][c:7]1[O:8][CH2:21][C:22](=[O:23])[O:24][CH2:25][CH3:26]. Starting materials: BrC=1SC2=C(N=C(N=C2Cl)SCC2=CC=CC=C2)N1 (2-Bromo-7-chloro-5-[(phenylmethyl)thio]thiazolo[4,5-d]pyrimidine), NCCOCCO (2-(2-aminoethoxy)ethanol). Yields the product ClC=1C2=C(N=C(N1)SCC1=CC=CC=C1)N=C(S2)NCCOCCO (2-[2-[[7-Chloro-5-[(phenylmethyl)thio]thiazolo[4,5-d]pyrimidin-2-yl]amino]ethoxy]ethanol). Reaction SMILES: Br[C:2]1[S:3][C:4]2[C:9]([Cl:10])=[N:8][C:7]([S:11][CH2:12][C:13]3[CH:18]=[CH:17][CH:16]=[CH:15][CH:14]=3)=[N:6][C:5]=2[N:19]=1.[NH2:20][CH2:21][CH2:22][O:23][CH2:24][CH2:25][OH:26]>>[Cl:10][C:9]1[C:4]2[S:3][C:2]([NH:20][CH2:21][CH2:22][O:23][CH2:24][CH2:25][OH:26])=[N:19][C:5]=2[N:6]=[C:7]([S:11][CH2:12][C:13]2[CH:18]=[CH:17][CH:16]=[CH:15][CH:14]=2)[N:8]=1. Procedure: Prepared according to the method of Example 220 using the product of Example 219 (0.3 g) and 2-(2-aminoethoxy)ethanol. Product: COCOc1cc(OCOC)c(C(=O)O)c(COCc2ccccc2)c1Br. As a reaction SMILES: [Br:27][N:28]1[C:29](=[O:30])[CH2:31][CH2:32][C:33]1=[O:34].[CH2:1]([c:2]1[cH:3][cH:4][cH:5][cH:6][cH:7]1)[O:8][CH2:9][c:10]1[c:11]([C:12](=[O:13])[OH:14])[c:15]([O:23][CH2:24][O:25][CH3:26])[cH:16][c:17]([O:19][CH2:20][O:21][CH3:22])[cH:18]1.[CH3:36][N:37]([CH3:38])[CH:39]=[O:40].[OH2:35]>>[CH2:1]([c:2]1[cH:3][cH:4][cH:5][cH:6][cH:7]1)[O:8][CH2:9][c:10]1[c:11]([C:12](=[O:13])[OH:14])[c:15]([O:23][CH2:24][O:25][CH3:26])[cH:16][c:17]([O:19][CH2:20][O:21][CH3:22])[c:18]1[Br:27]. The reactants are O=C1CCC(=O)N1Br, COCOc1cc(COCc2ccccc2)c(C(=O)O)c(OCOC)c1, CN(C)C=O, O. Reactants: C[O-].[Na+] (sodium methoxide), IC#CCOC1=NSC(=C1C#N)S(=O)(=O)C (3-(3-iodo-2-propynyloxy)-4-cyano-5-methylsulfonylisothiazole), O (Water). Run in CO (methanol). Reaction conditions: time 4 hour. Yields the product IC#CCOC1=NSC(=C1C#N)OC (3-(3-iodo-2-propynyloxy)-4-cyano-5-methoxyisothiazole). Yield: 78.0%. As a reaction SMILES: [I:1][C:2]#[C:3][CH2:4][O:5][C:6]1[C:10]([C:11]#[N:12])=[C:9](S(C)(=O)=O)[S:8][N:7]=1.[CH3:17][O-:18].[Na+].O>CO>[I:1][C:2]#[C:3][CH2:4][O:5][C:6]1[C:10]([C:11]#[N:12])=[C:9]([O:18][CH3:17])[S:8][N:7]=1 |f:1.2|. Procedure: 3.6 Grams of 3-(3-iodo-2-propynyloxy)-4-cyano5-methylsulfonylisothiazole synthesized in Example 2 was dissolved in 30 ml of methanol, 0.6 g of sodium methoxide was added thereto, and then the reaction solution was stirred at room temperature for 4 hours. Water was added to precipitate crystals, which were then collected by filtration, washed with water, dried and recrystallized from ether. Thus, 2.4 g of crystals having a melting point of 159° to 160° C. (yield 78%) was obtained.